Dataset: the Open Reaction Database (ORD), a public repository of structured organic reaction records. Task: describe an organic reaction: reactants, conditions, products, and yield Starting materials: N#Cc1ccc(CCC2CCC(=O)CC2)cc1, ClCCl, ClCCl, COC[P+](c1ccccc1)(c1ccccc1)c1ccccc1, CCCCCC, CCCCCC, COC(C)(C)C, [Cl-], C1CCOC1. The product is COC=C1CCC(CCc2ccc(C#N)cc2)CC1. RXN SMILES: [C:24](#[N:25])[c:26]1[cH:27][cH:28][c:29]([CH2:32][CH2:33][CH:34]2[CH2:35][CH2:36][C:37](=[O:40])[CH2:38][CH2:39]2)[cH:30][cH:31]1.[CH2:47]([Cl:48])[Cl:49].[CH2:67]([Cl:68])[Cl:69].[CH3:2][O:3][CH2:4][P+:5]([c:6]1[cH:7][cH:8][cH:9][cH:10][cH:11]1)([c:12]1[cH:13][cH:14][cH:15][cH:16][cH:17]1)[c:18]1[cH:19][cH:20][cH:21][cH:22][cH:23]1.[CH3:41][CH2:42][CH2:43][CH2:44][CH2:45][CH3:46].[CH3:50][CH2:51][CH2:52][CH2:53][CH2:54][CH3:55].[CH3:56][O:57][C:58]([CH3:59])([CH3:60])[CH3:61].[Cl-:1].[O:62]1[CH2:63][CH2:64][CH2:65][CH2:66]1>>[CH3:2][O:3][CH:4]=[C:37]1[CH2:36][CH2:35][CH:34]([CH2:33][CH2:32][c:29]2[cH:28][cH:27][c:26]([C:24]#[N:25])[cH:31][cH:30]2)[CH2:39][CH2:38]1. The reactants are FC=1C=C2CC(NC2=C(C1)[N+](=O)[O-])=O (5-fluoro-7-nitro-1,3-dihydro-indol-2-one). Reagents/catalysts: [Pd] (palladium on activated carbon). The solvent is C(C)(=O)O (acetic acid). The product is NC=1C=C(C=C2CC(NC12)=O)F (7-amino-5-fluoro-1,3-dihydro-indol-2-one). The yield is 96.3%. As a reaction SMILES: [F:1][C:2]1[CH:3]=[C:4]2[C:8](=[C:9]([N+:11]([O-])=O)[CH:10]=1)[NH:7][C:6](=[O:14])[CH2:5]2>C(O)(=O)C.[Pd]>[NH2:11][C:9]1[CH:10]=[C:2]([F:1])[CH:3]=[C:4]2[C:8]=1[NH:7][C:6](=[O:14])[CH2:5]2. Reported procedure: 5-Fluoro-7-nitro-1,3-dihydro-indol-2-one 20a (4.0 g, 20 mmol) was dissolved in 200 ml of acetic acid under stirring, and added with palladium on activated carbon (1.0 g, 5%) at room temperature. The reaction system was stirred under a hydrogen atmosphere. After thin lay chromatography showed the disappearance of starting materials, the reaction mixture was filtered, and concentrated under reduced pressure to obtain the title compound 7-amino-5-fluoro-1,3-dihydro-indol-2-one 20b (3.2 g, yield 97.... The reactants are F[B-](F)(F)F.[H+] (tetrafluoroboric acid), C(C)(C)(C)C=1C=C(N)C=CC1 (3-tert-butylaniline), N(=O)[O-].[Na+] (sodium nitrite). Solvent: O (water). Conditions: time 30 minute. Yields the product C(C)(C)(C)C1=CC(=CC=C1)F (1-tert-Butyl-3-fluorobenzene). Yield: 88956.8%. Reaction SMILES: [F:1][B-](F)(F)F.[H+].[C:7]([C:11]1[CH:12]=[C:13]([CH:15]=[CH:16][CH:17]=1)N)([CH3:10])([CH3:9])[CH3:8].N([O-])=O.[Na+]>O>[C:7]([C:11]1[CH:17]=[CH:16][CH:15]=[C:13]([F:1])[CH:12]=1)([CH3:10])([CH3:9])[CH3:8] |f:0.1,3.4|. Procedure details: To a vigorously stirred solution of tetrafluoroboric acid (73.26 mL; 0.4 mol; 48% wt % solution in water) in a large beaker at room temperature was slowly added 3-tert-butylaniline (15.0 g; 0.10 mmol). The resulting mixture was stirred at room temperature for 30 minutes, cooled to 0° C. and then a solution of sodium nitrite (11.09 g; 0.16 mol) in water (30 mL) was added. After addition was complete reaction mixture was stirred at 0° C. for 30 minutes, warmed to room temperature and further stirr... Conditions: temperature 0 celsius. Reported procedure: To a solution of 920 mg (6.88 mmoles) of the 2-(3-pyridyl)azetidine produced in Example 2 in 9 ml of water was added a solution of 660 mg (8.83 mmoles) of formaldehyde (40% w/w) in 9 ml of water and 755 mg (14.5 mmoles) of 88% formic acid in 9 ml of water. After heating on a steam bath for 2 hours, cooling to 0° C. and adding 1.21 g (14.4 mmoles) of sodium bicarbonate, the colored solution was concentrated under reduced pressure to 7 ml. It was then dried by azeotroping in benzene and ethyl alco... Solvent: O (water), O (water), O (water). Reaction SMILES: [N:1]1[CH:6]=[CH:5][CH:4]=[C:3]([CH:7]2[CH2:10][CH2:9][NH:8]2)[CH:2]=1.C=O.[CH:13](O)=O.C(=O)(O)[O-].[Na+]>O>[CH3:13][N:8]1[CH2:9][CH2:10][CH:7]1[C:3]1[CH:2]=[N:1][CH:6]=[CH:5][CH:4]=1 |f:3.4|. Product: CN1C(CC1)C=1C=NC=CC1 (N-methyl-2-(3-pyridyl)azetidine). The reactants are N1=CC(=CC=C1)C1NCC1 (2-(3-pyridyl)azetidine), C=O (formaldehyde), C(=O)O (formic acid), C([O-])(O)=O.[Na+] (sodium bicarbonate). Reactants: C(CCC)NCCCC (dibutylamine), C(CCC)[Li] (n-butyllithium), O1CCCC1 (tetrahydrofuran). The product is C(CCC)N(CCCC)[Li] (dibutylamino lithium). Reaction SMILES: [CH2:1]([NH:5][CH2:6][CH2:7][CH2:8][CH3:9])[CH2:2][CH2:3][CH3:4].C([Li:14])CCC.O1CCCC1>>[CH2:1]([N:5]([Li:14])[CH2:6][CH2:7][CH2:8][CH3:9])[CH2:2][CH2:3][CH3:4]. Reported procedure: As a polymerization initiator, dibutylamine (13.0 mmol) and n-butyllithium (13.0 mmol) were previously reacted in the presence of tetrahydrofuran (26.0 mmol) to obtain dibutylamino lithium. A cyclohexane solution of dibutylamino lithium (13.0 mmol) was supplied to the reactor.